Dataset: the Open Reaction Database (ORD), a public repository of structured organic reaction records. Task: describe an organic reaction: reactants, conditions, products, and yield Reactants: aqueous suspension, O (water), CC1(OCC(CO1)([N+](=O)[O-])C1=CC(=CC=C1)C)C (2,2-dimethyl-5-(3-methylphenyl)-5-nitro-1,3-dioxane). The reagents and catalysts are [Ni] (Raney nickel). Run in C(C)O (ethanol), C(C)O (ethanol), C(C)O (ethanol). Conditions: time 22 hour. Product: CC1(OCC(CO1)(N)C1=CC(=CC=C1)C)C (2,2-dimethyl-5-(3-methylphenyl)-1,3-dioxan-5-amine). Isolated yield 110.0%. Reaction SMILES: [CH3:1][C:2]1([CH3:18])[O:7][CH2:6][C:5]([C:11]2[CH:16]=[CH:15][CH:14]=[C:13]([CH3:17])[CH:12]=2)([N+:8]([O-])=O)[CH2:4][O:3]1.O>C(O)C.[Ni]>[CH3:1][C:2]1([CH3:18])[O:3][CH2:4][C:5]([C:11]2[CH:16]=[CH:15][CH:14]=[C:13]([CH3:17])[CH:12]=2)([NH2:8])[CH2:6][O:7]1. Procedure details: To a mixture of 1.6 g of 2,2-dimethyl-5-(3-methylphenyl)-5-nitro-1,3-dioxane in 24 ml of ethanol was added a suspension of a Raney nickel (manufactured by Aldrich, product obtained by washing 1 ml of an aqueous suspension with water and ethanol) in 9 ml of ethanol, followed by stirring for 22 hours under a hydrogen atmosphere at 4 atm. The reaction mixture was filtered over Celite and the solvent was then evaporated under reduced pressure. The obtained residue was purified by silica gel column c... Starting materials: CC(C)(C)N1C(=O)C(NCCCBr)=C(c2ccccc2)S1(=O)=O, CC#N, [K+], [K+], O=C([O-])[O-], Oc1cccnc1. The product is CC(C)(C)N1C(=O)C(NCCCOc2cccnc2)=C(c2ccccc2)S1(=O)=O. As a reaction SMILES: [Br:1][CH2:2][CH2:3][CH2:4][NH:5][C:6]1=[C:10]([c:11]2[cH:12][cH:13][cH:14][cH:15][cH:16]2)[S:9](=[O:17])(=[O:18])[N:8]([C:19]([CH3:20])([CH3:21])[CH3:22])[C:7]1=[O:23].[CH3:37][C:38]#[N:39].[K+:31].[K+:32].[O-:33][C:34]([O-:35])=[O:36].[OH:24][c:25]1[cH:26][n:27][cH:28][cH:29][cH:30]1>>[CH2:2]([CH2:3][CH2:4][NH:5][C:6]1=[C:10]([c:11]2[cH:12][cH:13][cH:14][cH:15][cH:16]2)[S:9](=[O:17])(=[O:18])[N:8]([C:19]([CH3:20])([CH3:21])[CH3:22])[C:7]1=[O:23])[O:24][c:25]1[cH:26][n:27][cH:28][cH:29][cH:30]1. Starting materials: C(C1=CC=CC=C1)OC(=O)N[C@H](C)C(=O)N(NC([C@H](CC(C)C)C(CCCC1=CC=CC=C1)C(NOCC1=CC=CC=C1)=O)=O)CC(C)C (2′-(N-benzyloxycarbonyl-D-alanyl)-2(R)-[1(RS)-[(benzyloxy)carbamoyl)-4-phenylbutyl]-2′-isobutyl-4-methylvalerohydrazide), C(C)(C)(C)OC(=O)C(CC=C)[C@H](C(=O)O)CC(C)C (2(R)-[1(RS)-(tert-butoxycarbonyl)-3-butenyl]-4-methylvaleric acid). The product is C(C)(C)(C)OC(=O)C(CC=C)[C@H](C(=O)NNCC(C)C)CC(C)C (2(R)-[1(RS)-(tert-butoxycarbonyl)-3-butenyl]-2′-isobutyl-4-methylvalerohydrazide). RXN SMILES: C(OC(N[C@@H](C([N:16]([CH2:46][CH:47]([CH3:49])[CH3:48])[NH:17][C:18](=[O:45])[C@@H:19]([CH:24]([C:34](=[O:44])NOCC1C=CC=CC=1)[CH2:25][CH2:26][CH2:27]C1C=CC=CC=1)[CH2:20][CH:21]([CH3:23])[CH3:22])=O)C)=O)C1C=CC=CC=1.[C:50]([O:54]C(C([C@@H](CC(C)C)C(O)=O)CC=C)=O)([CH3:53])([CH3:52])[CH3:51]>>[C:50]([O:54][C:34]([CH:24]([C@@H:19]([CH2:20][CH:21]([CH3:22])[CH3:23])[C:18]([NH:17][NH:16][CH2:46][CH:47]([CH3:48])[CH3:49])=[O:45])[CH2:25][CH:26]=[CH2:27])=[O:44])([CH3:53])([CH3:52])[CH3:51]. Reported procedure: In an analogous manner to that described in Example 1, part (i), but using 2(R)-[1(RS)-(tert-butoxycarbonyl)-3-butenyl]-4-methylvaleric acid in place of (E)-2(R)-[1(S)-(tert-butoxycarbonyl)-4-phenyl-3-butenyl]-4-methylvaleric acid there was obtained 2(R)-[1(RS)-(tert-butoxycarbonyl)-3-butenyl]-2′-isobutyl-4-methylvalerohydrazide as a yellow oil. Starting materials: ClCCCOC1=CC=C(C=C1)/C=C/C=1SC2=C(N1)C=CC=C2 ((E)-2-[2-(4-chloropropoxyphenyl)ethenyl]benzothiazole), Cl (HCl), N1C=NC=C1 (imidazole). Yields the product N1(C=NC=C1)CCCOC1=CC=C(C=C1)/C=C/C=1SC2=C(N1)C=CC=C2 ((E)-2-[2-(4-(1H-Imidazol-1-yl)propoxyphenyl)ethenyl]benzothiazole). The yield is 39.0%. RXN SMILES: Cl[CH2:2][CH2:3][CH2:4][O:5][C:6]1[CH:11]=[CH:10][C:9](/[CH:12]=[CH:13]/[C:14]2[S:15][C:16]3[CH:22]=[CH:21][CH:20]=[CH:19][C:17]=3[N:18]=2)=[CH:8][CH:7]=1.[NH:23]1[CH:27]=[CH:26][N:25]=[CH:24]1.Cl>>[N:23]1([CH2:2][CH2:3][CH2:4][O:5][C:6]2[CH:11]=[CH:10][C:9](/[CH:12]=[CH:13]/[C:14]3[S:15][C:16]4[CH:22]=[CH:21][CH:20]=[CH:19][C:17]=4[N:18]=3)=[CH:8][CH:7]=2)[CH:27]=[CH:26][N:25]=[CH:24]1. Procedure: The title compound was prepared in accordance with Example 28 starting with (F) of Example 28 (5.0 g, 15 mmol) and using imidazole in place of dibutylamine to produce 2.4 g (39% yield) of the title compound as the HCl salt, mp 231°-232° C. IR(KBr): 1595 cm-1. MS: 362(MH+). 1H NMR (CD3OH): δ 9.01 (s, 1H), 7.99-6.91 (m, 12H), 4.21 (t, J=5.2 Hz, 2H), 4.03 (t, J=5.3 Hz, 2H), 2.32 (m, 2H). Reactants: CN(C(=N)N(C)C)C (1,1,3,3-tetramethylguanidine), COC1=CC=C(COC2=CC=C(C=C2)/C=C/C(=O)OCC2=CC=C(C=C2)OC)C=C1 ((E)-4-Methoxybenzyl 3-(4-(4-methoxybenzyloxy)phenyl)acrylate), [N+](=O)([O-])C (nitromethane). Run at temperature 50 celsius, time 3 hour. The product is COC1=CC=C(COC2=CC=C(C=C2)C(CC(=O)OCC2=CC=C(C=C2)OC)C[N+](=O)[O-])C=C1 (4-Methoxybenzyl 3-(4-(4-methoxybenzyloxy)phenyl)-4-nitrobutanoate). Reaction SMILES: CN(C)C(N(C)C)=N.[CH3:9][O:10][C:11]1[CH:38]=[CH:37][C:14]([CH2:15][O:16][C:17]2[CH:22]=[CH:21][C:20](/[CH:23]=[CH:24]/[C:25]([O:27][CH2:28][C:29]3[CH:34]=[CH:33][C:32]([O:35][CH3:36])=[CH:31][CH:30]=3)=[O:26])=[CH:19][CH:18]=2)=[CH:13][CH:12]=1.[N+:39]([CH3:42])([O-:41])=[O:40]>>[CH3:9][O:10][C:11]1[CH:12]=[CH:13][C:14]([CH2:15][O:16][C:17]2[CH:18]=[CH:19][C:20]([CH:23]([CH2:42][N+:39]([O-:41])=[O:40])[CH2:24][C:25]([O:27][CH2:28][C:29]3[CH:30]=[CH:31][C:32]([O:35][CH3:36])=[CH:33][CH:34]=3)=[O:26])=[CH:21][CH:22]=2)=[CH:37][CH:38]=1. Procedure details: 1,1,3,3-tetramethylguanidine (0.31 mL, 2.48 mmol) was added to 76.2 (5 g, 12.4 mmol) in nitromethane (20 mL). The mixture was stirred at room temperature for 3 hours, at 50° C. for 3 hours, and at 100° C. for 8 hours. Nitromethane was removed under vacuum and the crude product was purified by flash chromatography to give 76.3 (4.5 g). MS ESI (pos.) m/e: 466 (M+H). 1HNMR (CDCl3) δ 7.37 (d, 2H), 7.19 (d, 2H), 7.12 (d, 2H), 6.92 (m, 6H), 5.01 (s, 2H), 4.97 (s, 2H), 4.68 (m, 1H), 4.59 (m, 1H), 3.96 ... Reactants: COS(C)(=O)=O, COCCOC, C[Si](C)(C)N1CCCCCC1=O. Yields the product CN1CCCCCC1=O. RXN SMILES: [CH3:13][O:14][S:15](=[O:16])(=[O:17])[CH3:18].[CH3:19][O:20][CH2:21][CH2:22][O:23][CH3:24].[CH3:1][Si:2]([N:3]1[C:4](=[O:10])[CH2:5][CH2:6][CH2:7][CH2:8][CH2:9]1)([CH3:11])[CH3:12]>>[N:3]1([CH3:13])[C:4](=[O:10])[CH2:5][CH2:6][CH2:7][CH2:8][CH2:9]1. The reactants are C(C1=CC=CC=C1)NCC1=CC=CC=C1 (dibenzylamine), C(Cl)C1CO1 (epichlorohydrin). Product: ClCC(CN(CC1=CC=CC=C1)CC1=CC=CC=C1)O (1-Chloro-3-dibenzylamino-2-propanol). Isolated yield 69.7%. Reaction SMILES: [CH2:1]([NH:8][CH2:9][C:10]1[CH:15]=[CH:14][CH:13]=[CH:12][CH:11]=1)[C:2]1[CH:7]=[CH:6][CH:5]=[CH:4][CH:3]=1.[CH2:16]([CH:18]1[O:20][CH2:19]1)[Cl:17]>>[Cl:17][CH2:16][CH:18]([OH:20])[CH2:19][N:8]([CH2:1][C:2]1[CH:7]=[CH:6][CH:5]=[CH:4][CH:3]=1)[CH2:9][C:10]1[CH:15]=[CH:14][CH:13]=[CH:12][CH:11]=1. Procedure: 49.3 g (0.25 mol) of dibenzylamine and 25.4 g (0.275 mol) epichlorohydrin are stirred under nitrogen at 85°90° C. for 3 hours. The golden yellow oil obtained is distilled in a high vacuum. 50.5 g (70%) of a colourless oil are obtained. Reactants: [H][H] (hydrogen), COC1OC(=O)C2=CC=CC=C12 (3-methoxyphthalide), [H][H] (hydrogen). The reagents and catalysts are [Co] (cobalt). The solvent is CO (methanol). Run at temperature 120 celsius. The product is C1(=O)OCC2=CC=CC=C12 (phthalide). Isolated yield 99.0%. Reaction SMILES: C[O:2][CH:3]1[C:12]2[C:7](=[CH:8][CH:9]=[CH:10][CH:11]=2)[C:5](=O)[O:4]1.[H][H]>[Co].CO>[C:3]1([C:12]2[C:7](=[CH:8][CH:9]=[CH:10][CH:11]=2)[CH2:5][O:4]1)=[O:2]. Procedure details: The autoclave described in Example 1 is filled with 106.6 g of 3-methoxyphthalide, 400 ml of methanol and 15 g of RCH 45/20 cobalt catalyst (commercial product of Hoechst AG). After the addition of hydrogen to a pressure 100 bars, the autoclave is heated at 120° C., the pressure increasing to about 113 bars. After a temperature of 120° C. is reached, the pressure drops to 100 bars and is brought back up to 120 bars by another injection of hydrogen. After 2 hours of reaction at 120° C., the press... Starting materials: O=C([O-])O, CCCCCCSC1CC(=O)N1CC(=O)CCc1ccccc1, O=C(OO)c1cccc(Cl)c1, ClCCl, [Na+], [Na+], [Na+], O=S([O-])[O-]. Yields the product CCCCCCS(=O)C1CC(=O)N1CC(=O)CCc1ccccc1. RXN SMILES: [C:35](=[O:36])([O-:37])[OH:38].[CH2:12]([CH2:13][CH2:14][CH2:15][CH2:16][CH3:17])[S:18][CH:19]1[CH2:20][C:21](=[O:34])[N:22]1[CH2:23][C:24]([CH2:25][CH2:26][c:27]1[cH:28][cH:29][cH:30][cH:31][cH:32]1)=[O:33].[Cl:1][c:2]1[cH:3][cH:4][cH:5][c:6]([C:7]([O:8][OH:10])=[O:9])[cH:11]1.[Cl:46][CH2:47][Cl:48].[Na+:39].[Na+:44].[Na+:45].[S:40]([O-:41])([O-:42])=[O:43]>>[O:9]=[S:18]([CH2:12][CH2:13][CH2:14][CH2:15][CH2:16][CH3:17])[CH:19]1[CH2:20][C:21](=[O:34])[N:22]1[CH2:23][C:24]([CH2:25][CH2:26][c:27]1[cH:28][cH:29][cH:30][cH:31][cH:32]1)=[O:33].